Dataset: the Open Reaction Database (ORD), a public repository of structured organic reaction records. Task: describe an organic reaction: reactants, conditions, products, and yield Reactants: FC1=CC=C(C(=O)Cl)C=C1 (4-fluorobenzoyl chloride), Cl.NCC1=NC=CN=C1Cl (2-aminomethyl-3-chloropyrazine hydrochloride), CCN(C(C)C)C(C)C (DIPEA). The solvent is ClCCl (dichloromethane). Conditions: time 1 day. Yields the product ClC=1C(=NC=CN1)CNC(C1=CC=C(C=C1)F)=O (N-(3-chloro-pyrazin-2-ylmethyl)-4-fluoro-benzamide). As a reaction SMILES: Cl.[NH2:2][CH2:3][C:4]1[C:9]([Cl:10])=[N:8][CH:7]=[CH:6][N:5]=1.[F:11][C:12]1[CH:20]=[CH:19][C:15]([C:16](Cl)=[O:17])=[CH:14][CH:13]=1.CCN(C(C)C)C(C)C>ClCCl>[Cl:10][C:9]1[C:4]([CH2:3][NH:2][C:16](=[O:17])[C:15]2[CH:19]=[CH:20][C:12]([F:11])=[CH:13][CH:14]=2)=[N:5][CH:6]=[CH:7][N:8]=1 |f:0.1|. Reported procedure: To a suspension of 2-aminomethyl-3-chloropyrazine hydrochloride (900 mg, 5 mmol) in dichloromethane (25 mL) is added 4-fluorobenzoyl chloride (730 μL, 6.1 mmol) followed by DIPEA (2.0 mL, 11 mmol). After 1 day, the mixture is concentrated and diluted with saturated aqueous ammonium chloride and extracted with EtOAc (3×40 mL). The combined organic layers are washed with brine (3×25 mL), dried over magnesium sulfate, filtered and concentrated. The residue is passed through a pad of silica gel usin...